From a dataset of the Open Reaction Database (ORD), a public repository of structured organic reaction records. describe an organic reaction: reactants, conditions, products, and yield Starting materials: COC(C1=C(C=CC(=C1)CCN1CCCC1)[N+](=O)[O-])=O (2-nitro-5-(2-pyrrolidin-1-yl-ethyl)-benzoic acid methyl ester). Reagents/catalysts: [Pd] (palladium on charcoal). The solvent is C1CCOC1 (THF). Run at time 2 hour. The product is COC(C1=C(C=CC(=C1)CCN1CCCC1)N)=O (2-amino-5-(2-pyrrolidin-1-yl-ethyl)-benzoic acid methyl ester). As a reaction SMILES: [CH3:1][O:2][C:3](=[O:20])[C:4]1[CH:9]=[C:8]([CH2:10][CH2:11][N:12]2[CH2:16][CH2:15][CH2:14][CH2:13]2)[CH:7]=[CH:6][C:5]=1[N+:17]([O-])=O>C1COCC1.[Pd]>[CH3:1][O:2][C:3](=[O:20])[C:4]1[CH:9]=[C:8]([CH2:10][CH2:11][N:12]2[CH2:16][CH2:15][CH2:14][CH2:13]2)[CH:7]=[CH:6][C:5]=1[NH2:17]. Procedure details: To a solution of 2-nitro-5-(2-pyrrolidin-1-yl-ethyl)-benzoic acid methyl ester in THF (16 mL) was added 10% palladium on charcoal (0.23 g). The resulting reaction mixture was hydrogenated under 40 psi for 2 hours, then the catalyst was filtered off and the filtrate concentrated under high vacuum to give 2-amino-5-(2-pyrrolidin-1-yl-ethyl)-benzoic acid methyl ester as a yellow oil. Yield: 1.04 g (89.6%). The crude material was used in the next step without further purification. The reactants are O1C(CCCC1)OC1=CC=2CC[C@H]3[C@@H]4CCC([C@@]4(COC4OCCCC4)CC[C@@H]3C2C=C1)=O (3,18-bis(tetrahydropyranyloxy)-1,3,5(10)-estratrien-17-one), ice water, C1CCOC1 (THF), [H-].C(C)(C)(C)O[Al](OC(C)(C)C)OC(C)(C)C.[Li+] (lithium tri-tert.-butoxyaluminum hydride). Run in CCOCC (ether). Reaction conditions: time 1 hour. Yields the product OC1=CC=2CC[C@H]3[C@@H]4CC[C@@H]([C@@]4(CO)CC[C@@H]3C2C=C1)OC (3,18-dihydroxy-17β-methoxy-1,3,5(10)-estratriene). As a reaction SMILES: O1CCCCC1[O:7][C:8]1[CH:32]=[CH:31][C:30]2[C@@H:29]3[C@H:13]([C@H:14]4[C@@](C[CH2:28]3)(COC3CCCCO3)C(=O)[CH2:16][CH2:15]4)[CH2:12][CH2:11][C:10]=2[CH:9]=1.[CH2:34]1[CH2:38][O:37][CH2:36][CH2:35]1.[H-].[C:40]([O:44][Al](OC(C)(C)C)OC(C)(C)C)(C)(C)C.[Li+]>CCOCC>[OH:7][C:8]1[CH:32]=[CH:31][C:30]2[C@@H:29]3[C@H:13]([C@H:14]4[C@@:34]([CH2:35][CH2:28]3)([CH2:40][OH:44])[C@@H:38]([O:37][CH3:36])[CH2:16][CH2:15]4)[CH2:12][CH2:11][C:10]=2[CH:9]=1 |f:2.3.4|. Procedure: A solution of 450 mg. of 3,18-bis(tetrahydropyranyloxy)-1,3,5(10)-estratrien-17-one in 10 ml. of absolute THF is combined at 0° C. with 500 mg. of lithium tri-tert.-butoxyaluminum hydride and agitated for one-half hour at room temperature. Then, the mixture is poured into ice water, taken up in ether, washed neutral with water, dried, and evaporated. The residue of crude 3,18-bis(tetrahydropyranyloxy)-1,3,5(10)-estratrien-17β-ol is dissolved in 5 ml. of DMF, and under N2 100 mg. of sodium hydrid... The reactants are ClC(Cl)Cl, CSc1ncc(CO)c(N)n1. Product: CSc1ncc(C=O)c(N)n1. Reaction SMILES: [Cl:12][CH:13]([Cl:14])[Cl:15].[NH2:1][c:2]1[n:3][c:4]([S:10][CH3:11])[n:5][cH:6][c:7]1[CH2:8][OH:9]>>[NH2:1][c:2]1[n:3][c:4]([S:10][CH3:11])[n:5][cH:6][c:7]1[CH:8]=[O:9]. Reactants: CCCCCC1CCC=C(C)N1C(=O)OC(C)(C)C, [BH3-]C#N, CCOC(C)=O, ClCCl, O=C(O)C(F)(F)F, [Na+]. Yields the product CCCCCC1CCCC(C)N1C(=O)OC(C)(C)C. RXN SMILES: [C:1]([CH3:2])([CH3:3])([CH3:4])[O:5][C:6](=[O:7])[N:8]1[CH:9]([CH2:15][CH2:16][CH2:17][CH2:18][CH3:19])[CH2:10][CH2:11][CH:12]=[C:13]1[CH3:14].[C:20]([BH3-:21])#[N:22].[CH3:31][CH2:32][O:33][C:34]([CH3:35])=[O:36].[Cl:37][CH2:38][Cl:39].[F:24][C:25]([F:26])([F:27])[C:28]([OH:29])=[O:30].[Na+:23]>>[C:1]([CH3:2])([CH3:3])([CH3:4])[O:5][C:6](=[O:7])[N:8]1[CH:9]([CH2:15][CH2:16][CH2:17][CH2:18][CH3:19])[CH2:10][CH2:11][CH2:12][CH:13]1[CH3:14]. Starting materials: S(=O)(Cl)Cl (thionyl chloride), C[C@@H]1CC[C@H](CC1)NC(=O)C=1C=NC2=CC(=C(C=C2C1Cl)OC)F (N-(trans-4-methylcyclohexyl)-4-chloro-6-methoxy-7-fluoroquinoline-3-carboxamide). Solvent: C(C)N(CC)CC (triethylamine). Product: crude acid, Cl.C[C@@H]1CC[C@H](CC1)N (trans-4-methylcyclohexylamine hydrochloride). RXN SMILES: S(Cl)([Cl:3])=O.[CH3:5][C@H:6]1[CH2:11][CH2:10][C@H:9]([NH:12]C(C2C=NC3C(C=2Cl)=CC(OC)=C(F)C=3)=O)[CH2:8][CH2:7]1>C(N(CC)CC)C>[ClH:3].[CH3:5][C@H:6]1[CH2:11][CH2:10][C@H:9]([NH2:12])[CH2:8][CH2:7]1 |f:3.4|. Procedure details: The crude acid (1 g,), thionyl chloride, trans-4-methylcyclohexylamine hydrochloride (150 mg, 1 mmol), and triethylamine (0.3 mLs) afforded crude N-(trans-4-methylcyclohexyl)-4-chloro-6-methoxy-7-fluoroquinoline-3-carboxamide. The reactants are C(C)OC=C(C(C)=O)C(C)=O (3-(ethoxymethylene)pentane-2,4-dione), CNN=C(C)C (1-methyl-2-(propan-2-ylidene)hydrazine). Solvent: CCOCC (Ether). Conditions: temperature 0 celsius, time 8 hour. The product is CN(N=C(C)C)C=C(C(C)=O)C(C)=O (3-((1-methyl-2-(propan-2-ylidene)hydrazinyl)methylene)pentane-2,4-dione). As a reaction SMILES: C(O[CH:4]=[C:5]([C:9](=[O:11])[CH3:10])[C:6](=[O:8])[CH3:7])C.[CH3:12][NH:13][N:14]=[C:15]([CH3:17])[CH3:16]>CCOCC>[CH3:12][N:13]([CH:4]=[C:5]([C:6](=[O:8])[CH3:7])[C:9](=[O:11])[CH3:10])[N:14]=[C:15]([CH3:17])[CH3:16]. Reported procedure: 3-(ethoxymethylene)pentane-2,4-dione (Preparation 2, 8.6 g) was dissolved in Ether (30 mL) and cooled to 0° C. The reaction solution was then slowly treated with 1-methyl-2-(propan-2-ylidene)hydrazine (Preparation 1, 4.8 g) dropwise over 5 minutes, and then warmed and stirred at room temperature overnight. The reaction solution was purified directly by flash column chromatography (Biotage Quad 25; Eluent: 20% EtOH in EtOAc) to afford the title compound as a light red solid. (9.1 g, 84.0%). The reactants are CC(=O)C (acetone), OC1CCC(CC1)C(=O)OCC (ethyl 4-hydroxycyclohexane carboxylate), CC(C)O (2-propanol). Solvent: O (water). Reaction conditions: time 20 minute. Product: C(C)OC(=O)C1CCC(CC1)=O (Ethyl-4-oxo-1-cyclohexane Carboxylate). RXN SMILES: CC(C)=O.[OH:5][CH:6]1[CH2:11][CH2:10][CH:9]([C:12]([O:14][CH2:15][CH3:16])=[O:13])[CH2:8][CH2:7]1.CC(O)C>O>[CH2:15]([O:14][C:12]([CH:9]1[CH2:10][CH2:11][C:6](=[O:5])[CH2:7][CH2:8]1)=[O:13])[CH3:16]. Reported procedure: 120 ml of a Jone's reagent was added dropwise into a solution of 800 ml of acetone containing 81.1 g of ethyl 4-hydroxycyclohexane carboxylate over 30 minutes in an ice bath. After stirring at the same temperature for 20 minutes, 2-propanol was added thereto. The reaction solution was poured into water, followed by extracting with ethyl acetate. The organic phase was washed with brine, dried over anhydrous magnesium sulfate and the solvent was removed, to give 80.0 g of the target compound. Starting materials: Cl.N1(N=NC=C1)C=1C=NC=CC1 (3-(1,2,3-triazol-1-yl)pyridine hydrochloride), C1CCC2=NCCCN2CC1 (DBU), NC1=C2C(C(=CN(C2=C(C(=C1F)F)F)C1CC1)C(=O)O)=O (5-amino-1-cyclopropyl-6,7,8-trifluoro-1,4-dihydro-4-oxo-quinoline-3-carboxylic acid). Run in C(C)#N (acetonitrile). Yields the product NC1=C2C(C(=CN(C2=C(C(=C1F)N1CC(CCC1)N1N=NC=C1)F)C1CC1)C(=O)O)=O (5-Amino-1-cyclopropyl-6,8-difluoro-7-[3-(1,2,3-triazol-1-yl)piperidin-1-yl]-1,4-dihydro-4-oxoquinoline-3-carboxylic acid). The yield is 38.7%. RXN SMILES: Cl.[N:2]1([C:7]2[CH:8]=[N:9][CH:10]=[CH:11][CH:12]=2)[CH:6]=[CH:5][N:4]=[N:3]1.C1CCN2C(=NCCC2)CC1.[NH2:24][C:25]1[C:34]([F:35])=[C:33](F)[C:32]([F:37])=[C:31]2[C:26]=1[C:27](=[O:44])[C:28]([C:41]([OH:43])=[O:42])=[CH:29][N:30]2[CH:38]1[CH2:40][CH2:39]1>C(#N)C>[NH2:24][C:25]1[C:34]([F:35])=[C:33]([N:9]2[CH2:10][CH2:11][CH2:12][CH:7]([N:2]3[CH:6]=[CH:5][N:4]=[N:3]3)[CH2:8]2)[C:32]([F:37])=[C:31]2[C:26]=1[C:27](=[O:44])[C:28]([C:41]([OH:43])=[O:42])=[CH:29][N:30]2[CH:38]1[CH2:40][CH2:39]1 |f:0.1|. Procedure: 3-(1,2,3-triazol-1-yl)pyridine hydrochloride (63 mg, 0.33 mmol) and DBU (77 mg, 0.5 mmol) were added to a suspension of 5-amino-1-cyclopropyl-6,7,8-trifluoro-1,4-dihydro-4-oxo-quinoline-3-carboxylic acid (50 mg, 0.18 mmol) in acetonitrile (5 ml). The reaction mixture was refluxed for 48 hrs and then concentrated under vacuo. The residue was diluted with water and thus separated solid was filtered, washed with water, acetonitrile and dried to give 30 mg of desired product. m.p. 252-254° C.; 1H NM... The reactants are C(C)OC(=O)C=1N=C2N(C=CC=C2OCCCCN2C(SCC2=O)=O)C1 (3-[4-(2-ethoxycarbonylimidazo[1,2-a]pyridin-8-yloxy)butyl]-thiazolidine-2,4-dione), C(CCC)=O (n-butyraldehyde), N1CCCCC1 (piperidine). The solvent is C(C)O (ethanol). Yields the product C(CCC)=C1C(N(C(S1)=O)CCCCOC=1C=2N(C=CC1)C=C(N2)C(=O)OCC)=O (5-butylidene-3-[4-(2-ethoxycarbonylimidazo[1,2-a]pyridin-8-yloxy)butyl]thiazolidine-2,4-dione). As a reaction SMILES: [CH2:1]([O:3][C:4]([C:6]1[N:7]=[C:8]2[C:13]([O:14][CH2:15][CH2:16][CH2:17][CH2:18][N:19]3[C:23](=[O:24])[CH2:22][S:21][C:20]3=[O:25])=[CH:12][CH:11]=[CH:10][N:9]2[CH:26]=1)=[O:5])[CH3:2].[CH:27](=O)[CH2:28][CH2:29][CH3:30].N1CCCCC1>C(O)C>[CH:27](=[C:22]1[S:21][C:20](=[O:25])[N:19]([CH2:18][CH2:17][CH2:16][CH2:15][O:14][C:13]2[C:8]3[N:9]([CH:26]=[C:6]([C:4]([O:3][CH2:1][CH3:2])=[O:5])[N:7]=3)[CH:10]=[CH:11][CH:12]=2)[C:23]1=[O:24])[CH2:28][CH2:29][CH3:30]. Reported procedure: To a solution of 1.88 g (5.0 mmol) of 3-[4-(2-ethoxycarbonylimidazo[1,2-a]pyridin-8-yloxy)butyl]-thiazolidine-2,4-dione and 0.45 ml (5.0 mmol) of n-butyraldehyde in 20 ml of ethanol, 0.05 ml (0.5 mmol) of piperidine was added, followed by refluxing for 2 hours. After the reaction mixture was cooled, the solvent was distilled off. The residue was dissolved in chloroform, washed with saturated aqueous sodium hydrogen carbonate and dried, after which the solvent was distilled off. The residue was p... Reactants: CCN(C(C)C)C(C)C, C[Si](C)(C)Cl, O=C(Cl)OCc1ccccc1, ClCCl, O=C(O)C1CNC1. The product is O=C(O)C1CN(C(=O)OCc2ccccc2)C1. RXN SMILES: [CH2:13]([N:14]([CH:15]([CH3:16])[CH3:17])[CH:18]([CH3:19])[CH3:20])[CH3:21].[CH3:8][Si:9]([Cl:10])([CH3:11])[CH3:12].[Cl:22][C:23](=[O:24])[O:25][CH2:26][c:27]1[cH:28][cH:29][cH:30][cH:31][cH:32]1.[Cl:33][CH2:34][Cl:35].[NH:1]1[CH2:2][CH:3]([C:5](=[O:6])[OH:7])[CH2:4]1>>[N:1]1([C:23](=[O:24])[O:25][CH2:26][c:27]2[cH:28][cH:29][cH:30][cH:31][cH:32]2)[CH2:2][CH:3]([C:5](=[O:6])[OH:7])[CH2:4]1.